Dataset: the Open Reaction Database (ORD), a public repository of structured organic reaction records. Task: describe an organic reaction: reactants, conditions, products, and yield The reactants are C1(=CC=CC=C1)P(C1=CC=CC=C1)C1=CC=CC=C1 (Triphenylphosphine), C(Br)(Br)(Br)Br (CBr4), C(C)(C)(C)OC(=O)N(C(=O)OC(C)(C)C)C1=NC=C(C=C1C)CO (2-[N,N-bis(tert-butoxycarbonyl)amino]-5-hydroxymethyl-3-methylpyridin). Solvent: ClCCl (dichloromethane). Conditions: time 3 hour. The product is BrCC=1C=C(C(=NC1)N(C(=O)OC(C)(C)C)C(=O)OC(C)(C)C)C (5-bromomethyl-2-[N,N-bis(tert-butoxycarbonyl)amino]-3-methylpyridin). Isolated yield 84.5%. Reaction SMILES: C1(P(C2C=CC=CC=2)C2C=CC=CC=2)C=CC=CC=1.[C:20]([Br:24])(Br)(Br)Br.[C:25]([O:29][C:30]([N:32]([C:40]1[C:45]([CH3:46])=[CH:44][C:43](CO)=[CH:42][N:41]=1)[C:33]([O:35][C:36]([CH3:39])([CH3:38])[CH3:37])=[O:34])=[O:31])([CH3:28])([CH3:27])[CH3:26]>ClCCl>[Br:24][CH2:20][C:43]1[CH:44]=[C:45]([CH3:46])[C:40]([N:32]([C:33]([O:35][C:36]([CH3:39])([CH3:38])[CH3:37])=[O:34])[C:30]([O:29][C:25]([CH3:28])([CH3:27])[CH3:26])=[O:31])=[N:41][CH:42]=1. Reported procedure: Triphenylphosphine (7.43 g, 28.3 mmol) and CBr4 (9.49 g, 28.6 mmol) was added to a solution of 2-[N,N-bis(tert-butoxycarbonyl)amino]-5-hydroxymethyl-3-methylpyridin (8.00 g, 23.6 mmol) in dichloromethane (220 mL) at 0° C. The reaction mixture was stirred for 3 h and was then concentrated under reduced pressure. Flash chromatography (hexane/EtOAc, 80:20) gave 5-bromomethyl-2-[N,N-bis(tert-butoxycarbonyl)amino]-3-methylpyridin (8.0 g,77%). Starting materials: CCOC(=O)c1cnc(Br)s1, C1CCOC1, CNCCc1ccccc1. Product: CCOC(=O)c1cnc(N(C)CCc2ccccc2)s1. Reaction SMILES: [Br:1][c:2]1[s:3][c:4]([C:7](=[O:8])[O:9][CH2:10][CH3:11])[cH:5][n:6]1.[CH2:22]1[O:23][CH2:24][CH2:25][CH2:26]1.[CH3:12][NH:13][CH2:14][CH2:15][c:16]1[cH:17][cH:18][cH:19][cH:20][cH:21]1>>[c:2]1([N:13]([CH3:12])[CH2:14][CH2:15][c:16]2[cH:17][cH:18][cH:19][cH:20][cH:21]2)[s:3][c:4]([C:7](=[O:8])[O:9][CH2:10][CH3:11])[cH:5][n:6]1.